From a dataset of the Open Reaction Database (ORD), a public repository of structured organic reaction records. describe an organic reaction: reactants, conditions, products, and yield Starting materials: N1C(=NC=C1)NC(=O)C1=CC=CC=2NC(=NC21)NC(=O)C=2C=C1CCNCC1=CC2 (1,2,3,4-tetrahydro-isoquinoline-6-carboxylic acid [4-(1H-imidazol-2-ylcarbamoyl)-1H-benzoimidazol-2-yl]-amide), C(C1=CC=CC=C1)=O (benzaldehyde), C(C)(=O)O[BH-](OC(C)=O)OC(C)=O.[Na+] (sodium triacetoxyborohydride). Run in CN(C)C=O (DMF). Run at time 10 minute. Product: N1C(=NC=C1)NC(=O)C1=CC=CC=2NC(=NC21)NC(=O)C=2C=C1CCN(CC1=CC2)CC2=CC=CC=C2 (2-benzyl-1,2,3,4-tetrahydro-isoquinoline-6-carboxylic acid [4-(1H-imidazol-2-ylcarbamoyl)-1H-benzoimidazol-2-yl]-amide). Yield: 48.6%. As a reaction SMILES: [NH:1]1[CH:5]=[CH:4][N:3]=[C:2]1[NH:6][C:7]([C:9]1[C:17]2[N:16]=[C:15]([NH:18][C:19]([C:21]3[CH:22]=[C:23]4[C:28](=[CH:29][CH:30]=3)[CH2:27][NH:26][CH2:25][CH2:24]4)=[O:20])[NH:14][C:13]=2[CH:12]=[CH:11][CH:10]=1)=[O:8].[CH:31](=O)[C:32]1[CH:37]=[CH:36][CH:35]=[CH:34][CH:33]=1.C(O[BH-](OC(=O)C)OC(=O)C)(=O)C.[Na+]>CN(C=O)C>[NH:3]1[CH:4]=[CH:5][N:1]=[C:2]1[NH:6][C:7]([C:9]1[C:17]2[N:16]=[C:15]([NH:18][C:19]([C:21]3[CH:22]=[C:23]4[C:28](=[CH:29][CH:30]=3)[CH2:27][N:26]([CH2:31][C:32]3[CH:37]=[CH:36][CH:35]=[CH:34][CH:33]=3)[CH2:25][CH2:24]4)=[O:20])[NH:14][C:13]=2[CH:12]=[CH:11][CH:10]=1)=[O:8] |f:2.3|. Reported procedure: A mixture of 25 mg (0.049 mmol) of 1,2,3,4-tetrahydro-isoquinoline-6-carboxylic acid [4-(1H-imidazol-2-ylcarbamoyl)-1H-benzoimidazol-2-yl]-amide, 0.0152 mL (0.15 mmol) of benzaldehyde and 0.6 mL of DMF was stirred for 10 min. 67 mg (0.3 mmol) of sodium triacetoxyborohydride was added and the reaction mixture was stirred at room temperature for 24 h. The reaction mixture was partitioned between dichloromethane (10 mL) and water (10 mL). The organic layer was separated and dried over sodium sulfat...